From a dataset of the Open Reaction Database (ORD), a public repository of structured organic reaction records. describe an organic reaction: reactants, conditions, products, and yield The reactants are CC(C)(C)ON1CC(=N)NC2CCCCC21, CCOC(C)=O, Cl. Yields the product N=C1CNC2CCCCC2N1. Reaction SMILES: [C:1]([O:2][N:6]1[CH2:7][C:8](=[NH:16])[NH:9][CH:10]2[CH2:11][CH2:12][CH2:13][CH2:14][CH:15]12)([CH3:3])([CH3:4])[CH3:5].[CH3:18][CH2:19][O:20][C:21]([CH3:22])=[O:23].[ClH:17]>>[NH:6]1[CH2:7][C:8](=[NH:16])[NH:9][CH:10]2[CH2:11][CH2:12][CH2:13][CH2:14][CH:15]12. Starting materials: C(C1=CC=CC=C1)(=O)Cl (benzoyl chloride), 188, NC1=C(C=C(C(=C1)Cl)[N+](=O)[O-])O (2-amino-4-chloro-5-nitrophenol), N1=CC=CC=C1 (pyridine). The solvent is N-dimethylacetamide. Conditions: time 30 minute. The product is C(C1=CC=CC=C1)(=O)NC1=C(C=C(C(=C1)Cl)[N+](=O)[O-])O (2-benzamido-4-chloro-5-nitrophenol). Yield: 89.0%. As a reaction SMILES: [NH2:1][C:2]1[CH:7]=[C:6]([Cl:8])[C:5]([N+:9]([O-:11])=[O:10])=[CH:4][C:3]=1[OH:12].N1C=CC=CC=1.[C:19](Cl)(=[O:26])[C:20]1[CH:25]=[CH:24][CH:23]=[CH:22][CH:21]=1>>[C:19]([NH:1][C:2]1[CH:7]=[C:6]([Cl:8])[C:5]([N+:9]([O-:11])=[O:10])=[CH:4][C:3]=1[OH:12])(=[O:26])[C:20]1[CH:25]=[CH:24][CH:23]=[CH:22][CH:21]=1. Procedure details: 188 (1 mole) g of 2-amino-4-chloro-5-nitrophenol and 79 g (1 mole) of pyridine were added to 500 ml of N-dimethylacetamide, followed by dropping 140 g (1 mole) of benzoyl chloride at about 5° C. in about 30 minutes and agitating for further 30 minutes. The resulting crystals were filtered and washed with 500 ml of methanol to obtain 260 g (yield 89%) of an isomer of exemplified compound [IV]-(1) (2-benzamido-4-chloro-5-nitrophenol). From the melting point of below 250° C. and an IR spectrum (νC=... Starting materials: Cl.C1N(CCC2=CC=CC=C12)CCCCN1C(C2=CC=CC=3C2=C(C1=O)C=CC3)=O (4-(3,4-Dihydro-2(1H)-isoquinolinyl)butyl-1H-benz[de]-isoquinoline-1,3(2H)-dione, hydrochloride), BrCCCCCN1C(C2=CC=CC=3C2=C(C1=O)C=CC3)=O (2-(5-bromopentyl)-1H-benz[de]isoquinoline-1,3(2H)-dione), BrCCCCN1C(C2=CC=CC=3C2=C(C1=O)C=CC3)=O (2-(4-bromobutyl)-1H-benz[de]isoquinoline-1,3(2H)-dione). Yields the product Cl.C1(NC(C2=C3C(C=CC=C13)=CC=C2)=O)=O (1H-benz[de]isoquinoline-1,3(2H)-dione, hydrochloride). Reaction SMILES: [ClH:1].C1C2C(=CC=CC=2)CCN1CCCC[N:16]1[C:25](=[O:26])[C:24]2[CH:27]=[CH:28][CH:29]=[C:22]3[C:23]=2[C:18](=[CH:19][CH:20]=[CH:21]3)[C:17]1=[O:30].BrCCCCCN1C(=O)C2C=CC=C3C=2C(=CC=C3)C1=O.BrCCCCN1C(=O)C2C=CC=C3C=2C(=CC=C3)C1=O>>[ClH:1].[C:17]1(=[O:30])[C:18]2[C:23]3[C:22](=[CH:29][CH:28]=[CH:27][C:24]=3[C:25](=[O:26])[NH:16]1)[CH:21]=[CH:20][CH:19]=2 |f:0.1,4.5|. Procedure: Following the procedure of part (b) of example 39 but substituting 2-(5-bromopentyl)-1H-benz[de]isoquinoline-1,3(2H)-dione for the 2-(4-bromobutyl)-1H-benz[de]isoquinoline-1,3(2H)-dione, one obtains 2-[5-(3,4-dihydro)-2(1H)-isoquinolinyl)-pentyl]-1H-benz[de]isoquinoline-1,3(2H)-dione, hydrochloride (1:1). Reactants: CC1(CC1)C(=O)O (1-methylcyclopropane-1-carboxylic acid), Cl.C(C)N=C=NCCCN(C)C (3-(ethyliminomethyleneamino)-N,N-dimethyl-propan-1-amine hydrochloride), O.ON1N=NC2=C1C=CC=C2 (1-hydroxybenzotriazole hydrate), Cl.ClC=1C=C2C(=NC1)NC=C2C2=NC=C(C(=N2)N[C@@H]2CNCCC2)F ((S)-2-(5-chloro-1H-pyrrolo[2,3-b]pyridin-3-yl)-5-fluoro-N-(piperidin-3-yl)pyrimidin-4-amine hydrochloride), ClC=1C=C2C(=NC1)NC=C2C2=NC=C(C(=N2)N[C@@H]2CNCCC2)F ((S)-2-(5-chloro-1H-pyrrolo[2,3-b]pyridin-3-yl)-5-fluoro-N-(piperidin-3-yl)pyrimidin-4-amine), C(C)(C)N(CC)C(C)C (N,N-diisopropyl-N-ethylamine). The solvent is C(Cl)Cl (CH2Cl2), CN(C)C=O (DMF). Product: ClC=1C=C2C(=NC1)NC=C2C2=NC=C(C(=N2)NC2N(CCCC2)C2CC2(C)C=O)F (3-((2-(5-chloro-1H-pyrrolo[2,3-b]pyridin-3-yl)-5-fluoropyrimidin-4-ylamino)piperidin-1-yl)(1-methylcyclopropyl)methanone). RXN SMILES: Cl.[Cl:2][C:3]1[CH:4]=[C:5]2[C:11]([C:12]3[N:17]=[C:16]([NH:18][C@H]4CCCNC4)[C:15]([F:25])=[CH:14][N:13]=3)=[CH:10][NH:9][C:6]2=[N:7][CH:8]=1.ClC1C=C2C(C3N=C(N[C@H:43]4[CH2:48][CH2:47][CH2:46][NH:45][CH2:44]4)C(F)=CN=3)=CNC2=NC=1.C(N(C(C)C)CC)(C)C.Cl.C(N=C=NCCCN(C)C)C.O.ON1C2C=CC=CC=2N=N1.[CH3:82][C:83]1([C:86](O)=[O:87])[CH2:85][CH2:84]1>C(Cl)Cl.CN(C=O)C>[Cl:2][C:3]1[CH:4]=[C:5]2[C:11]([C:12]3[N:17]=[C:16]([NH:18][CH:44]4[CH2:43][CH2:48][CH2:47][CH2:46][N:45]4[CH:84]4[C:83]([CH:86]=[O:87])([CH3:82])[CH2:85]4)[C:15]([F:25])=[CH:14][N:13]=3)=[CH:10][NH:9][C:6]2=[N:7][CH:8]=1 |f:0.1,4.5,6.7|. Procedure details: To a solution of (S)-2-(5-chloro-1H-pyrrolo[2,3-b]pyridin-3-yl)-5-fluoro-N-(piperidin-3-yl)pyrimidin-4-amine hydrochloride, 5b, (0.04 g, 0.10 mmol) in CH2Cl2 (1.4 mL) and DMF (0.3 mL) was added N,N-diisopropyl-N-ethylamine (0.3 mL, 1.72 mmol), followed by 3-(ethyliminomethyleneamino)-N,N-dimethyl-propan-1-amine hydrochloride (0.02 g, 0.12 mmol), 1-hydroxybenzotriazole hydrate (0.02 g, 0.12 mmol) and 1-methylcyclopropane-1-carboxylic acid (0.01 g, 0.12 mmol). The mixture was concentrated in vacuo... The reactants are C1(CCCCC1)C=1C=2C=CC(=CC2N2CC(CN(C3=C(C21)C=CC=C3)C)N(C)C)C(=O)OC (methyl 14-cyclohexyl-7-(dimethylamino)-5-methyl-5,6,7,8-tetrahydroindolo[1,2-e][1,5]benzodiazocine-11-carboxylate), [OH-].[Na+] (NaOH), Cl (HCl). Solvent: CO (MeOH). Reaction conditions: temperature 65 celsius, time 3 hour. Product: C1(CCCCC1)C=1C=2C=CC(=CC2N2CC(CN(C3=C(C21)C=CC=C3)C)N(C)C)C(=O)O (14-cyclohexyl-7-(dimethylamino)-5-methyl-5,6,7,8-tetrahydroindolo[1,2-e][1,5]benzodiazocine-11-carboxylic Acid). Yield: 8.0%. RXN SMILES: [CH:1]1([C:7]2[C:8]3[CH:9]=[CH:10][C:11]([C:30]([O:32]C)=[O:31])=[CH:12][C:13]=3[N:14]3[C:21]=2[C:20]2[CH:22]=[CH:23][CH:24]=[CH:25][C:19]=2[N:18]([CH3:26])[CH2:17][CH:16]([N:27]([CH3:29])[CH3:28])[CH2:15]3)[CH2:6][CH2:5][CH2:4][CH2:3][CH2:2]1.[OH-].[Na+].Cl>CO>[CH:1]1([C:7]2[C:8]3[CH:9]=[CH:10][C:11]([C:30]([OH:32])=[O:31])=[CH:12][C:13]=3[N:14]3[C:21]=2[C:20]2[CH:22]=[CH:23][CH:24]=[CH:25][C:19]=2[N:18]([CH3:26])[CH2:17][CH:16]([N:27]([CH3:28])[CH3:29])[CH2:15]3)[CH2:2][CH2:3][CH2:4][CH2:5][CH2:6]1 |f:1.2|. Procedure details: To a solution of methyl 14-cyclohexyl-7-(dimethylamino)-5-methyl-5,6,7,8-tetrahydroindolo[1,2-e][1,5]benzodiazocine-11-carboxylate in MeOH (0.05 M), 40 eq 2N NaOH were added and the reaction stirred at 65° C. for 3 h. The reaction was acidified to pH 2 with HCl and the solvent was evaporated in vacuo. The crude was then purified by prep RP-HPLC (stationary phase: column Waters XTERRA prep. C18, 5 um, 19×150 mm. Mobile phase: acetonitrile/H2O buffered with 0.1% TFA). Fractions containing the pure... Starting materials: ClC1=C2C(=NC=C1)C=C(S2)C=O (7-Chlorothieno[3,2-b]pyridine-2-carbaldehyde), FC1=C(C=CC(=C1)[N+](=O)[O-])O (2-fluoro-4-nitrophenol), C(=O)([O-])[O-].[K+].[K+] (K2CO3), O(C1=CC=CC=C1)C1=CC=CC=C1 (Ph2O). Solvent: O.CCOC(=O)C (water EtOAc). Conditions: temperature 170 celsius, time 12 hour. Product: FC1=C(OC2=C3C(=NC=C2)C=C(S3)C=O)C=CC(=C1)[N+](=O)[O-] (7-(2-Fluoro-4-nitrophenoxy)thieno[3,2-b]pyridine-2-carbaldehyde). Yield: 46.2%. RXN SMILES: Cl[C:2]1[CH:7]=[CH:6][N:5]=[C:4]2[CH:8]=[C:9]([CH:11]=[O:12])[S:10][C:3]=12.[F:13][C:14]1[CH:19]=[C:18]([N+:20]([O-:22])=[O:21])[CH:17]=[CH:16][C:15]=1[OH:23].C([O-])([O-])=O.[K+].[K+].O(C1C=CC=CC=1)C1C=CC=CC=1>O.CCOC(C)=O>[F:13][C:14]1[CH:19]=[C:18]([N+:20]([O-:22])=[O:21])[CH:17]=[CH:16][C:15]=1[O:23][C:2]1[CH:7]=[CH:6][N:5]=[C:4]2[CH:8]=[C:9]([CH:11]=[O:12])[S:10][C:3]=12 |f:2.3.4,6.7|. Procedure details: A mixture of aldehyde 232 (500 mg, 2.53 mmol), 2-fluoro-4-nitrophenol (595 mg, 3.79 mmol), K2CO3 (700 mg, 5.06 mmol) and Ph2O (3.4 mL) was stirred in a sealed tube for 12 h at 170° C. The mixture was suspended in a water/EtOAc mixture, sonicated a few minutes and filtered, the solid residue was washed successively with water, EtOAc and ether, giving crude 233 (500 mg, 1.17 mmol, 46% yield) that was used in the next step without further purification. MS (m/z): (M+1) 319.0 (14%), (M+MeOH+1) 351.0 ... Starting materials: CC(C)(C)OC(=O)N1CCC2C(C1)c1cccc3c1N2CC3, CCOC(C)=O, O=C1CCC(=O)N1Br, CN(C)C=O, O. The product is CC(C)(C)OC(=O)N1CCC2C(C1)c1cc(Br)cc3c1N2CC3. RXN SMILES: [C:1]([CH3:2])([CH3:3])([CH3:4])[O:5][C:6](=[O:7])[N:8]1[CH2:9][CH:10]2[CH:11]([N:12]3[c:13]4[c:14]([cH:15][cH:16][cH:17][c:18]42)[CH2:19][CH2:20]3)[CH2:21][CH2:22]1.[CH3:32][CH2:33][O:34][C:35]([CH3:36])=[O:37].[O:23]=[C:24]1[N:25]([Br:30])[C:26](=[O:27])[CH2:28][CH2:29]1.[O:38]=[CH:39][N:40]([CH3:41])[CH3:42].[OH2:31]>>[C:1]([CH3:2])([CH3:3])([CH3:4])[O:5][C:6](=[O:7])[N:8]1[CH2:9][CH:10]2[CH:11]([N:12]3[c:13]4[c:14]([cH:15][c:16]([Br:30])[cH:17][c:18]42)[CH2:19][CH2:20]3)[CH2:21][CH2:22]1. Run in N1=CC=CC=C1 (pyridine), CO (methanol). Yields the product N1=CC(=CC=C1)C (β-picoline), C(C)=O (acetaldehyde), C=O (formaldehyde), N (ammonia). Procedure details: ZSM-5 is a catalyst used for converting methanol to gasoline, processing C-8 streams, selectively isomerizing m-cresol to p-cresol, suppressing the formation of diphenylalanine in the production of aniline, and producing pyridine and β-picoline from acetaldehyde, formaldehyde and ammonia. Starting materials: C1=C(C=CC=C1O)C (m-cresol), NC1=CC=CC=C1 (aniline), C1=CC(=CC=C1O)C (p-cresol), C1(=CC=CC=C1)N([C@@H](C)C(=O)O)C1=CC=CC=C1 (diphenylalanine). As a reaction SMILES: C1[C:6]([OH:7])=[CH:5]C=CC=1C.C1[C:14]([OH:15])=CC=C(C)C=1.C1([N:23]([C:29]2[CH:34]=[CH:33][CH:32]=[CH:31]C=2)[C@H:24](C(O)=O)C)C=CC=CC=1.[NH2:35]C1C=CC=CC=1>N1C=CC=CC=1.CO>[N:23]1[CH:29]=[CH:34][CH:33]=[C:32]([CH3:31])[CH:24]=1.[CH:6](=[O:7])[CH3:5].[CH2:14]=[O:15].[NH3:35].